Dataset: the Open Reaction Database (ORD), a public repository of structured organic reaction records. Task: describe an organic reaction: reactants, conditions, products, and yield Reactants: O=C(NC1CCCC1)c1noc(-c2ccc(Cl)cc2)c1Br, Cc1ccccc1, OB(O)C1CC1, C1CCC(P(C2CCCCC2)C2CCCCC2)CC1, [K+], [K+], [K+], CC(=O)[O-], CC(=O)[O-], O=P([O-])([O-])[O-], [Pd+2]. Product: O=C(NC1CCCC1)c1noc(-c2ccc(Cl)cc2)c1C1CC1. RXN SMILES: [Br:1][c:2]1[c:3]([C:14](=[O:15])[NH:16][CH:17]2[CH2:18][CH2:19][CH2:20][CH2:21]2)[n:4][o:5][c:6]1-[c:7]1[cH:8][cH:9][c:10]([Cl:13])[cH:11][cH:12]1.[CH3:55][c:56]1[cH:57][cH:58][cH:59][cH:60][cH:61]1.[CH:22]1([B:25]([OH:26])[OH:27])[CH2:23][CH2:24]1.[CH:28]1([P:29]([CH:30]2[CH2:31][CH2:32][CH2:33][CH2:34][CH2:35]2)[CH:36]2[CH2:37][CH2:38][CH2:39][CH2:40][CH2:41]2)[CH2:42][CH2:43][CH2:44][CH2:45][CH2:46]1.[K+:52].[K+:53].[K+:54].[O-:63][C:64]([CH3:65])=[O:66].[O-:67][C:68]([CH3:69])=[O:70].[P:47]([O-:48])([O-:49])([O-:50])=[O:51].[Pd+2:62]>>[c:2]1([CH:22]2[CH2:23][CH2:24]2)[c:3]([C:14](=[O:15])[NH:16][CH:17]2[CH2:18][CH2:19][CH2:20][CH2:21]2)[n:4][o:5][c:6]1-[c:7]1[cH:8][cH:9][c:10]([Cl:13])[cH:11][cH:12]1. Reactants: O=C([O-])[O-], ClCCl, O=C(Nc1cccc(C(F)(F)F)c1)c1coc2cc(Oc3cc(COCc4ccccc4)ncn3)ccc12, [Na+], [Na+]. Yields the product O=C(Nc1cccc(C(F)(F)F)c1)c1coc2cc(Oc3cc(CO)ncn3)ccc12. As a reaction SMILES: [C:39](=[O:40])([O-:41])[O-:42].[Cl:45][CH2:46][Cl:47].[F:1][C:2]([c:3]1[cH:4][c:5]([NH:9][C:10](=[O:11])[c:12]2[cH:13][o:14][c:15]3[c:16]2[cH:17][cH:18][c:19]([O:21][c:22]2[n:23][cH:24][n:25][c:26]([CH2:28][O:29][CH2:30][c:31]4[cH:32][cH:33][cH:34][cH:35][cH:36]4)[cH:27]2)[cH:20]3)[cH:6][cH:7][cH:8]1)([F:37])[F:38].[Na+:43].[Na+:44]>>[F:1][C:2]([c:3]1[cH:4][c:5]([NH:9][C:10](=[O:11])[c:12]2[cH:13][o:14][c:15]3[c:16]2[cH:17][cH:18][c:19]([O:21][c:22]2[n:23][cH:24][n:25][c:26]([CH2:28][OH:29])[cH:27]2)[cH:20]3)[cH:6][cH:7][cH:8]1)([F:37])[F:38]. The reactants are FC(C1=NC2=C(N1C1=NC(=NC(=N1)N1CCOCC1)N(CCCN(C)C)C1CCNCC1)C=CC=C2)F (N1-[4-[2-(difluoromethyl)-1H-benzimidazol-1-yl]-6-(4-morpholinyl)-1,3,5-triazin-2-yl]-N3,N3-dimethyl-N1-(4-piperidinyl)-1,3-propanediamine), CS(=O)(=O)Cl (methanesulfonyl chloride). Yields the product FC(C1=NC2=C(N1C1=NC(=NC(=N1)N1CCOCC1)N(CCCN(C)C)C1CCN(CC1)S(=O)(=O)C)C=CC=C2)F (N1-[4-[2-(difluoromethyl)-1H-benzimidazol-1-yl]-6-(4-morpholinyl)-1,3,5-triazin-2-yl]-N3,N3-dimethyl-N1-[1-(methylsulfonyl)-4-piperidinyl]-1,3-propanediamine). Yield: 90.0%. As a reaction SMILES: [F:1][CH:2]([F:37])[C:3]1[N:7]([C:8]2[N:13]=[C:12]([N:14]3[CH2:19][CH2:18][O:17][CH2:16][CH2:15]3)[N:11]=[C:10]([N:20]([CH:27]3[CH2:32][CH2:31][NH:30][CH2:29][CH2:28]3)[CH2:21][CH2:22][CH2:23][N:24]([CH3:26])[CH3:25])[N:9]=2)[C:6]2[CH:33]=[CH:34][CH:35]=[CH:36][C:5]=2[N:4]=1.[CH3:38][S:39](Cl)(=[O:41])=[O:40]>>[F:37][CH:2]([F:1])[C:3]1[N:7]([C:8]2[N:13]=[C:12]([N:14]3[CH2:15][CH2:16][O:17][CH2:18][CH2:19]3)[N:11]=[C:10]([N:20]([CH:27]3[CH2:32][CH2:31][N:30]([S:39]([CH3:38])(=[O:41])=[O:40])[CH2:29][CH2:28]3)[CH2:21][CH2:22][CH2:23][N:24]([CH3:26])[CH3:25])[N:9]=2)[C:6]2[CH:33]=[CH:34][CH:35]=[CH:36][C:5]=2[N:4]=1. Procedure details: Reaction of the above amine with methanesulfonyl chloride as in Example 21 gave N1-[4-[2-(difluoromethyl)-1H-benzimidazol-1-yl]-6-(4-morpholinyl)-1,3,5-triazin-2-yl]-N3,N3-dimethyl-N1-[1-(methylsulfonyl)-4-piperidinyl]-1,3-propanediamine in 90% yield. Hydrochloride: 1H NMR (DMSO-d6) (rotamers) δ 10.17 and 10.0 (2br, 1H), 8.36 and 8.34 (2d, J=7.0 and 7.9 Hz, 1H), 7.76 and 7.74 (2t, JHF=52.8 Hz, 1H), 7.86 (d, J=8.3 Hz, 1H), 7.57-7.53 (m, 1H), 7.46-7.43 (m, 1H), 4.70-4.56 (m, 1H), 3.84-3.71 (m, 10H...